Dataset: the Open Reaction Database (ORD), a public repository of structured organic reaction records. Task: describe an organic reaction: reactants, conditions, products, and yield Reactants: 75, CN(C(C(C(C)=NOC)=NO)=O)C (N,N-dimethyl-2-hydroxyimino-3-methoxyiminobutyramide), oxime, [H-].[Na+] (sodium hydride), [H][H] (hydrogen), 55, C(C)N(C(=O)Cl)CC (diethylcarbamoyl chloride). Solvent: O1CCCC1 (tetrahydrofuran). Conditions: time 3 hour. The product is 90, CN(C(C(C(C)=NOC)=NOC(N(CC)CC)=O)=O)C (N,N-dimethyl-2-[(diethylcarbamoyl)oxyimino]-3-methoxyiminobutyramide). RXN SMILES: [CH3:1][N:2]([CH3:13])[C:3](=[O:12])[C:4](=[N:10][OH:11])[C:5](=[N:7][O:8][CH3:9])[CH3:6].[H-].[Na+].[H][H].[CH2:18]([N:20]([CH2:24][CH3:25])[C:21](Cl)=[O:22])[CH3:19]>O1CCCC1>[CH3:13][N:2]([CH3:1])[C:3](=[O:12])[C:4](=[N:10][O:11][C:21](=[O:22])[N:20]([CH2:24][CH3:25])[CH2:18][CH3:19])[C:5](=[N:7][O:8][CH3:9])[CH3:6] |f:1.2|. Procedure: To a stirred mixture of 75 parts of N,N-dimethyl-2-hydroxyimino-3-methoxyiminobutyramide and 1500 parts of tetrahydrofuran was added portionwise over a fifteen-minute period 19 parts of 50% sodium hydride, mineral oil dispersion. The temperature was maintained in the range of 20° C. to 30° C. After about one-half hour, evolution of hydrogen gas ceased, and rapid addition of 55 parts diethylcarbamoyl chloride was begun. The temperature spontaneously rose to 33° C., and rapid thinning-out of the o... Reactants: O (water), ClC1=C(C=C(C=CC#N)C=C1)C(F)(F)F (4-chloro-3-trifluoromethylcinnamonitrile), C1CCOC1 (THF), Cl (hydrochloric acid). Conditions: time 10 minute. The product is C(#N)CC(C(C(=O)OCC)C1=CC=CC=C1)C1=CC(=C(C=C1)Cl)C(F)(F)F (ethyl 4-cyano-3-(4-chloro-3-trifluoromethylphenyl)-2-phenylbutanoate). Reaction SMILES: [Cl:1][C:2]1[CH:11]=[CH:10][C:5]([CH:6]=[CH:7][C:8]#[N:9])=[CH:4][C:3]=1[C:12]([F:15])([F:14])[F:13].[OH2:16].Cl.[CH2:18]1[CH2:22][O:21][CH2:20][CH2:19]1>>[C:8]([CH2:7][CH:6]([C:5]1[CH:10]=[CH:11][C:2]([Cl:1])=[C:3]([C:12]([F:13])([F:14])[F:15])[CH:4]=1)[CH:19]([C:2]1[CH:11]=[CH:10][CH:5]=[CH:4][CH:3]=1)[C:20]([O:21][CH2:22][CH3:18])=[O:16])#[N:9]. Reported procedure: 20 g (0.086 mol) of 4-chloro-3-trifluoromethylcinnamonitrile dissolved in 80 cm3 of anhydrous THF are added in the course of 45 min at a temperature of between -12° C. and -15° C. The temperature is allowed to rise to -5° C. and the mixture is stirred for 1 hour 10 min before being hydrolyzed at between -5° C. and -10° C. with 50 cm3 of water and then 6N hydrochloric acid (approximately 40 cm3) to neutrality. The reactants are C(C1=CC=C(C=C1)OC)=O (p-anisaldehyde), CC1C(CCC1)=O (2-methylcyclopentanone), [OH-].[K+] (potassium hydroxide). Solvent: O (water). Product: CC1C(C(CC1)=CC1=CC=C(C=C1)OC)=O (2-methyl-5-(4-methoxybenzylidene)-cyclopentanone). Isolated yield 91.0%. Reaction SMILES: [OH-].[K+].[CH:3](=O)[C:4]1[CH:9]=[CH:8][C:7]([O:10][CH3:11])=[CH:6][CH:5]=1.[CH3:13][CH:14]1[CH2:18][CH2:17][CH2:16][C:15]1=[O:19]>O>[CH3:13][CH:14]1[CH2:18][CH2:17][C:16](=[CH:3][C:4]2[CH:9]=[CH:8][C:7]([O:10][CH3:11])=[CH:6][CH:5]=2)[C:15]1=[O:19] |f:0.1|. Procedure: A solution of 2.8 g of 85% strength potassium hydroxide and 250 ml of water was charged to a stirred 3-necked flask apparatus with reflux condenser, 68 g of p-anisaldehyde and 49 g of 2-methylcyclopentanone were added, and the mixture was boiled under reflux for 3 hours. It was subsequently cooled to room temperature and the yellow solid which had crystallized out was filtered off with suction, washed to neutrality with water and dried in a vacuum oven at 60° C. In this way 98.3 g of 2-methyl-5-...